This data is from the Open Reaction Database (ORD), a public repository of structured organic reaction records. The task is: describe an organic reaction: reactants, conditions, products, and yield Starting materials: ClC1=C(C=C(C=C1)[C@]1(O)[C@H](O)[C@@H](O)[C@H](O)[C@H](O1)CO)CC1=CC=C(C=C1)OS(=O)(=O)C(F)(F)F (1-chloro-4-(β-D-glucopyranos-1-yl)-2-(4-trifluoromethylsulfonyloxy-benzyl)-benzene), C(#C)C1=NC=CC=C1 (2-ethynyl-pyridine). Yields the product ClC1=C(C=C(C=C1)[C@]1(O)[C@H](O)[C@@H](O)[C@H](O)[C@H](O1)CO)CC1=CC=C(C=C1)C#CC1=NC=CC=C1 (1-Chloro-4-(β-D-glucopyranos-1-yl)-2-[4-(pyridine-2-yl-ethynyl)-benzyl]-benzene). As a reaction SMILES: [Cl:1][C:2]1[CH:7]=[CH:6][C:5]([C@:8]2([O:17][C@H:16]([CH2:18][OH:19])[C@@H:14]([OH:15])[C@H:12]([OH:13])[C@H:10]2[OH:11])[OH:9])=[CH:4][C:3]=1[CH2:20][C:21]1[CH:26]=[CH:25][C:24](OS(C(F)(F)F)(=O)=O)=[CH:23][CH:22]=1.[C:35]([C:37]1[CH:42]=[CH:41][CH:40]=[CH:39][N:38]=1)#[CH:36]>>[Cl:1][C:2]1[CH:7]=[CH:6][C:5]([C@:8]2([O:17][C@H:16]([CH2:18][OH:19])[C@@H:14]([OH:15])[C@H:12]([OH:13])[C@H:10]2[OH:11])[OH:9])=[CH:4][C:3]=1[CH2:20][C:21]1[CH:22]=[CH:23][C:24]([C:36]#[C:35][C:37]2[CH:42]=[CH:41][CH:40]=[CH:39][N:38]=2)=[CH:25][CH:26]=1. Reported procedure: The compound was obtained starting from 1-chloro-4-(β-D-glucopyranos-1-yl)-2-(4-trifluoromethylsulfonyloxy-benzyl)-benzene and 2-ethynyl-pyridine. The reactants are O1CCOC12CCNCC2 (1,4-dioxa-8-aza-spiro[4.5] decane), C(=O)(O)CN1[C@H](C(=O)N(C([C@@H](N)[C@@H](C)CC)=O)CC2=CC=CC=C2)CCC1 (L-isoleucine, N-[1-(carboxymethyl)-L-prolyl] benzylamide), CN1CCOCC1 (N-methylmorpholine), ClC(=O)OCC(C)C (isobutyl chloroformate). The solvent is C(C)#N (acetonitrile). Product: O1CCOC12CCN(CC2)C(CN2[C@H](C(=O)N(C([C@@H](N)[C@@H](C)CC)=O)CC1=CC=CC=C1)CCC2)=O (L-isoleucine, N-[1-(2-(1,4-dioxa-8-aza-spiro[4.5]dec-8-yl)-2-oxoethyl)-L-Prolyl] benzylamide). Yield: 83.5%. Reaction SMILES: [C:1]([CH2:4][N:5]1[CH2:27][CH2:26][CH2:25][C@H:6]1[C:7]([N:9]([CH2:18][C:19]1[CH:24]=[CH:23][CH:22]=[CH:21][CH:20]=1)[C:10](=[O:17])[C@H:11]([C@H:13]([CH2:15][CH3:16])[CH3:14])[NH2:12])=[O:8])(O)=[O:2].CN1CCOCC1.ClC(OCC(C)C)=O.[O:43]1[C:47]2([CH2:52][CH2:51][NH:50][CH2:49][CH2:48]2)[O:46][CH2:45][CH2:44]1>C(#N)C>[O:43]1[C:47]2([CH2:52][CH2:51][N:50]([C:1](=[O:2])[CH2:4][N:5]3[CH2:27][CH2:26][CH2:25][C@H:6]3[C:7]([N:9]([CH2:18][C:19]3[CH:20]=[CH:21][CH:22]=[CH:23][CH:24]=3)[C:10](=[O:17])[C@H:11]([C@H:13]([CH2:15][CH3:16])[CH3:14])[NH2:12])=[O:8])[CH2:49][CH2:48]2)[O:46][CH2:45][CH2:44]1. Procedure details: A -5° C. solution of L-isoleucine, N-[1-(carboxymethyl)-L-prolyl] benzylamide (254 mg, 0.67 mmol, 1.0 eq), N-methylmorpholine (96 uL, 0.88 mmol, 1.30 eq) in acetonitrile (7 mL) was treated with isobutyl chloroformate (96 uL, 0.74 mmol, 1.1 eq) followed by 1,4-dioxa-8-aza-spiro[4.5] decane (0.193 g, 1.35 mmol, 2.0 eq). Purification by flash chromatography provided 280 mg (83%) of L-isoleucine, N-[1-(2-(1,4-dioxa-8-aza-spiro[4.5]dec-8-yl)-2-oxoethyl)-L-Prolyl] benzylamide as a colorless oil Reactants: CCOC(OCC)c1ccc(-c2cc3nccc(Oc4ccc([N+](=O)[O-])cc4F)c3s2)nc1, CCO. The product is CCOC(OCC)c1ccc(-c2cc3nccc(Oc4ccc(N)cc4F)c3s2)nc1. As a reaction SMILES: [CH2:1]([CH3:2])[O:3][CH:4]([c:5]1[cH:6][cH:7][c:8](-[c:11]2[cH:12][c:13]3[n:14][cH:15][cH:16][c:17]([O:20][c:21]4[c:22]([F:30])[cH:23][c:24]([N+:27]([O-:28])=[O:29])[cH:25][cH:26]4)[c:18]3[s:19]2)[n:9][cH:10]1)[O:31][CH2:32][CH3:33].[CH3:34][CH2:35][OH:36]>>[CH2:1]([CH3:2])[O:3][CH:4]([c:5]1[cH:6][cH:7][c:8](-[c:11]2[cH:12][c:13]3[n:14][cH:15][cH:16][c:17]([O:20][c:21]4[c:22]([F:30])[cH:23][c:24]([NH2:27])[cH:25][cH:26]4)[c:18]3[s:19]2)[n:9][cH:10]1)[O:31][CH2:32][CH3:33]. Yields the product NC(=O)CC(NC(=O)c1ccc2ccccc2n1)C(=O)NC(Cc1ccccc1)C(O)CN(CC1CCCCC1)NC(=O)NCc1ccccc1. Reaction SMILES: [CH2:42]([c:43]1[cH:44][cH:45][cH:46][cH:47][cH:48]1)[N:49]=[C:50]=[O:51].[CH2:54]([Cl:55])[Cl:56].[CH2:57]1[O:58][CH2:59][CH2:60][CH2:61]1.[CH3:52][OH:53].[OH:1][CH:2]([CH2:3][N:4]([NH2:5])[CH2:6][CH:7]1[CH2:8][CH2:9][CH2:10][CH2:11][CH2:12]1)[CH:13]([CH2:14][c:15]1[cH:16][cH:17][cH:18][cH:19][cH:20]1)[NH:21][C:22]([CH:23]([NH:24][C:25](=[O:26])[c:27]1[n:28][c:29]2[cH:30][cH:31][cH:32][cH:33][c:34]2[cH:35][cH:36]1)[CH2:37][C:38]([NH2:39])=[O:40])=[O:41]>>[OH:1][CH:2]([CH2:3][N:4]([NH:5][C:50]([NH:49][CH2:42][c:43]1[cH:44][cH:45][cH:46][cH:47][cH:48]1)=[O:51])[CH2:6][CH:7]1[CH2:8][CH2:9][CH2:10][CH2:11][CH2:12]1)[CH:13]([CH2:14][c:15]1[cH:16][cH:17][cH:18][cH:19][cH:20]1)[NH:21][C:22]([CH:23]([NH:24][C:25](=[O:26])[c:27]1[n:28][c:29]2[cH:30][cH:31][cH:32][cH:33][c:34]2[cH:35][cH:36]1)[CH2:37][C:38]([NH2:39])=[O:40])=[O:41]. The reactants are O=C=NCc1ccccc1, ClCCl, C1CCOC1, CO, NC(=O)CC(NC(=O)c1ccc2ccccc2n1)C(=O)NC(Cc1ccccc1)C(O)CN(N)CC1CCCCC1. Reactants: CC(C)([O-])C.[K+] (potassium tert-butoxide), FC1=CC=C(S1)CO ((5-fluorothiophen-2-yl)methanol), BrC1=CC(N(C=C1)C=1C=CC=2N(C1)C(=C(N2)C2CC2)C)=O (4-bromo-1-(2-cyclopropyl-3-methylimidazo[1,2-a]pyridin-6-yl)pyridin-2(1H)-one), FC1=CC=C(S1)CO ((5-fluorothiophen-2-yl)methanol), CC(C)([O-])C.[K+] (potassium tert-butoxide). Solvent: COCCOC (DME), COCCOC (DME). Conditions: temperature 120 celsius. Product: C1(CC1)C=1N=C2N(C=C(C=C2)N2C(C=C(C=C2)OCC=2SC(=CC2)F)=O)C1C (1-(2-Cyclopropyl-3-methylimidazo[1,2-a]pyridin-6-yl)-4-((5-fluorothiophen-2-yl)methoxy)pyridin-2(1H)-one). Isolated yield 36.8%. RXN SMILES: Br[C:2]1[CH:7]=[CH:6][N:5]([C:8]2[CH:9]=[CH:10][C:11]3[N:12]([C:14]([CH3:20])=[C:15]([CH:17]4[CH2:19][CH2:18]4)[N:16]=3)[CH:13]=2)[C:4](=[O:21])[CH:3]=1.[F:22][C:23]1[S:27][C:26]([CH2:28][OH:29])=[CH:25][CH:24]=1.CC(C)([O-])C.[K+]>COCCOC>[CH:17]1([C:15]2[N:16]=[C:11]3[CH:10]=[CH:9][C:8]([N:5]4[CH:6]=[CH:7][C:2]([O:29][CH2:28][C:26]5[S:27][C:23]([F:22])=[CH:24][CH:25]=5)=[CH:3][C:4]4=[O:21])=[CH:13][N:12]3[C:14]=2[CH3:20])[CH2:19][CH2:18]1 |f:2.3|. Procedure: A mixture of 4-bromo-1-(2-cyclopropyl-3-methylimidazo[1,2-a]pyridin-6-yl)pyridin-2(1H)-one (285 mg), (5-fluorothiophen-2-yl)methanol (109 mg), potassium tert-butoxide (93 mg) and DME (5 ml) was heated at 120° C. for 30 min under microwave irradiation. Additional potassium tert-butoxide (93 mg) and (5-fluorothiophen-2-yl)methanol (109 mg) in DME (0.5 ml) were added to the reaction mixture, and the resulting mixture was heated at 120° C. for further 30 min under microwave irradiation. The mixture ... The reactants are CSC1=NN2C(C=C(C=C2N)C2=NC=CC=C2)=N1 (2-Methylsulfanyl-7-pyridin-2-yl-[1,2,4]triazolo[1,5-a]pyridin-5-ylamine), C1(=CC=CC=C1)C1N(O1)S(=O)(=O)C1=CC=CC=C1 (3-phenyl-2-(phenylsulfonyl)oxaziridine), C(C)OC(C)=O.CO (ethylacetate methanol). Run in ClCCl (dichloromethane), ClCCl (dichloromethane). Yields the product CS(=O)C1=NN2C(C=C(C=C2N)C2=NC=CC=C2)=N1 (2-methanesulfinyl-7-pyridin-2-yl-[1,2,4]triazolo[1,5-a]pyridin-5-ylamine). Isolated yield 56.0%. Reaction SMILES: [CH3:1][S:2][C:3]1[N:18]=[C:6]2[CH:7]=[C:8]([C:12]3[CH:17]=[CH:16][CH:15]=[CH:14][N:13]=3)[CH:9]=[C:10]([NH2:11])[N:5]2[N:4]=1.C1(C2[O:27]N2S(C2C=CC=CC=2)(=O)=O)C=CC=CC=1.C(OC(=O)C)C.CO>ClCCl>[CH3:1][S:2]([C:3]1[N:18]=[C:6]2[CH:7]=[C:8]([C:12]3[CH:17]=[CH:16][CH:15]=[CH:14][N:13]=3)[CH:9]=[C:10]([NH2:11])[N:5]2[N:4]=1)=[O:27] |f:2.3|. Reported procedure: 8.66 g (0.034 mol) 2-Methylsulfanyl-7-pyridin-2-yl-[1,2,4]triazolo[1,5-a]pyridin-5-ylamine in 850 ml dichloromethane were oxidised with a solution of 17.6 g (0.067 mol) 3-phenyl-2-(phenylsulfonyl)oxaziridine in 150 ml dichloromethane overnight. Chromatography on aluminiumoxide (dichloromethane/ methanol 97:3) and on silicagel (ethylacetate/methanol 9:1) yielded 5.2 g (57%) 2-methanesulfinyl-7-pyridin-2-yl-[1,2,4]triazolo[1,5-a]pyridin-5-ylamine, MS m/e (%):274 (M+H+,100). Reactants: Cl.NC1=CC=C2C(=N1)N(C(C2(C)C)=O)C (6-amino-1,3,3-trimethyl-1H-pyrrolo[2,3-b]pyridin-2-one hydrochloride), Cl.C(C1=CN=CC=C1)(=O)Cl (nicotinoyl chloride hydrochloride). Yields the product CN1C(C(C=2C1=NC(=CC2)NC(C2=CN=CC=C2)=O)(C)C)=O (N-(1,3,3-Trimethyl-2-oxo-2,3-dihydro-1H-pyrrolo[2,3-b]pyridin-6-yl)nicotinamide). Reaction SMILES: Cl.[NH2:2][C:3]1[N:8]=[C:7]2[N:9]([CH3:15])[C:10](=[O:14])[C:11]([CH3:13])([CH3:12])[C:6]2=[CH:5][CH:4]=1.Cl.[C:17](Cl)(=[O:24])[C:18]1[CH:23]=[CH:22][CH:21]=[N:20][CH:19]=1>>[CH3:15][N:9]1[C:7]2=[N:8][C:3]([NH:2][C:17](=[O:24])[C:18]3[CH:23]=[CH:22][CH:21]=[N:20][CH:19]=3)=[CH:4][CH:5]=[C:6]2[C:11]([CH3:12])([CH3:13])[C:10]1=[O:14] |f:0.1,2.3|. Procedure details: Prepared in analogy to example 2 using 6-amino-1,3,3-trimethyl-1H-pyrrolo[2,3-b]pyridin-2-one hydrochloride (example 76c) and nicotinoyl chloride hydrochloride. The title compound was obtained as light yellow solid.